Dataset: the Open Reaction Database (ORD), a public repository of structured organic reaction records. Task: describe an organic reaction: reactants, conditions, products, and yield Starting materials: C(C)(C)(C)OC(=O)N1CCC(CC1)OC1=CC=C(C=C1)C#N (4-(4-cyano-phenoxy)-piperidine-1-carboxylic acid tert-butyl ester), C([O-])([O-])=O.[K+].[K+] (potassium carbonate), OO (hydrogen peroxide). Solvent: CS(=O)C (DMSO). Reaction conditions: time 1 hour. Yields the product C(C)(C)(C)OC(=O)N1CCC(CC1)OC1=CC=C(C=C1)C(N)=O (4-(4-Carbamoyl-phenoxy)-piperidine-1-carboxylic acid tert-butyl ester). RXN SMILES: [C:1]([O:5][C:6]([N:8]1[CH2:13][CH2:12][CH:11]([O:14][C:15]2[CH:20]=[CH:19][C:18]([C:21]#[N:22])=[CH:17][CH:16]=2)[CH2:10][CH2:9]1)=[O:7])([CH3:4])([CH3:3])[CH3:2].C(=O)([O-])[O-:24].[K+].[K+].OO>CS(C)=O>[C:1]([O:5][C:6]([N:8]1[CH2:9][CH2:10][CH:11]([O:14][C:15]2[CH:20]=[CH:19][C:18]([C:21](=[O:24])[NH2:22])=[CH:17][CH:16]=2)[CH2:12][CH2:13]1)=[O:7])([CH3:4])([CH3:2])[CH3:3] |f:1.2.3|. Reported procedure: Combine 4-(4-cyano-phenoxy)-piperidine-1-carboxylic acid tert-butyl ester Example 9, step 1, 215 mg, 0.71 mmol) and potassium carbonate (49 mg, 0.36 mmol) in DMSO (35 mL) at 0° C. Then add dropwise hydrogen peroxide (213 μL). Then stir at room temperature for 1 h. Quench the reaction with water (10 mL) and extract with EtOAc/hexanes (2/1, 3×20 mL). Combine the organic layers, dry over magnesium sulfate, filter and concentrate to give the title compound. Reactants: ( Z )-, ( E )-isomers, CN(S(=O)(=O)NC=1C=C(C(=O)C2=CC=C(C=C2)OC)C=CC1)C (3-[N-(dimethylaminosulfonyl)-amino]-4'-methoxybenzophenone), Cl.NO (hydroxylamine hydrochloride), resultant mixture. The solvent is C(C)O (ethanol). Product: CN(S(=O)(=O)NC=1C=C(/C(/C2=CC=C(C=C2)OC)=N/O)C=CC1)C ((E)-3-[N-(dimethylaminosulfonyl)-amino]-4'-methoxybenzophenone oxime). The yield is 17.3%. RXN SMILES: [CH3:1][N:2]([CH3:23])[S:3]([NH:6][C:7]1[CH:8]=[C:9]([CH:20]=[CH:21][CH:22]=1)[C:10]([C:12]1[CH:17]=[CH:16][C:15]([O:18][CH3:19])=[CH:14][CH:13]=1)=O)(=[O:5])=[O:4].Cl.[NH2:25][OH:26]>C(O)C>[CH3:1][N:2]([CH3:23])[S:3]([NH:6][C:7]1[CH:8]=[C:9]([CH:20]=[CH:21][CH:22]=1)/[C:10](=[N:25]/[OH:26])/[C:12]1[CH:17]=[CH:16][C:15]([O:18][CH3:19])=[CH:14][CH:13]=1)(=[O:5])=[O:4] |f:1.2|. Procedure details: To a solution of 3-[N-(dimethylaminosulfonyl)-amino]-4'-methoxybenzophenone (9 g) in ethanol (180 ml) is added hydroxylamine hydrochloride (11.23 g), and the resultant mixture is refluxed for 7 hours. The reaction mixture is concentrated in vacuum, and the residue is basified with aqueous sodium hydrogencarbonate and shaken with methylene chloride. The methylene chloride layer is washed with water, dried over anhydrous sodium sulfate and concentrated in vacuum. The residue is chromatographed on ...